From a dataset of the Open Reaction Database (ORD), a public repository of structured organic reaction records. describe an organic reaction: reactants, conditions, products, and yield Starting materials: NC=1C=CC(=C(C1)[C@]1(N=C(OCC1(F)F)N)C)F ((R)-4-(5-amino-2-fluoro-phenyl)-5,5-difluoro-4-methyl-5,6-dihydro-4H-[1,3]oxazin-2-ylamine), C(C)(C)C1=C(N=CO1)C(=O)O (5-isopropyl-oxazole-4-carboxylic acid). The product is NC=1OCC([C@@](N1)(C)C=1C=C(C=CC1F)NC(=O)C=1N=COC1C(C)C)(F)F (5-Isopropyl-oxazole-4-carboxylic acid [3-((R)-2-amino-5,5-difluoro-4-methyl-5,6-dihydro-4H-[1,3]oxazin-4-yl)-4-fluoro-phenyl]-amide). As a reaction SMILES: [NH2:1][C:2]1[CH:3]=[CH:4][C:5]([F:18])=[C:6]([C@:8]2([CH3:17])[C:13]([F:15])([F:14])[CH2:12][O:11][C:10]([NH2:16])=[N:9]2)[CH:7]=1.[CH:19]([C:22]1[O:26][CH:25]=[N:24][C:23]=1[C:27](O)=[O:28])([CH3:21])[CH3:20]>>[NH2:16][C:10]1[O:11][CH2:12][C:13]([F:14])([F:15])[C@:8]([C:6]2[CH:7]=[C:2]([NH:1][C:27]([C:23]3[N:24]=[CH:25][O:26][C:22]=3[CH:19]([CH3:21])[CH3:20])=[O:28])[CH:3]=[CH:4][C:5]=2[F:18])([CH3:17])[N:9]=1. Procedure: The condensation of (R)-4-(5-amino-2-fluoro-phenyl)-5,5-difluoro-4-methyl-5,6-dihydro-4H-[1,3]oxazin-2-ylamine (intermediate XI-1) and 5-isopropyl-oxazole-4-carboxylic acid following procedure I yielded the title compound as a white solid. MS (ISP): m/z=397.2 [M+H]+. Reactants: CC1=C(SC=C1)C(CC1=CC=CC=C1)N (α-(3-methyl-2-thienyl)benzeneethanamine), C([O-])([O-])=O.[Na+].[Na+] (sodium carbonate), ClC(=O)OCC (ethyl chloroformate). Run in ClCCl (dichloromethane), O (water). Run at time 8 hour. Product: C(=O)(OCC)NC(CC1=CC=CC=C1)C=1SC=CC1C (N-carbethoxy-α-(3-methyl-2-thienyl)benzeneethanamine). Reaction SMILES: [CH3:1][C:2]1[CH:6]=[CH:5][S:4][C:3]=1[CH:7]([NH2:15])[CH2:8][C:9]1[CH:14]=[CH:13][CH:12]=[CH:11][CH:10]=1.C(=O)([O-])[O-].[Na+].[Na+].Cl[C:23]([O:25][CH2:26][CH3:27])=[O:24]>ClCCl.O>[C:23]([NH:15][CH:7]([C:3]1[S:4][CH:5]=[CH:6][C:2]=1[CH3:1])[CH2:8][C:9]1[CH:10]=[CH:11][CH:12]=[CH:13][CH:14]=1)([O:25][CH2:26][CH3:27])=[O:24] |f:1.2.3|. Reported procedure: To a stirred two-phase mixture of 10 g (0.047 mol) of α-(3-methyl-2-thienyl)benzeneethanamine and 7.4 g (0.07 mol) of sodium carbonate in 150 ml of dichloromethane and 200 ml of water at 0° C. was added dropwise 7.6g (0.07 mol) of ethyl chloroformate. The resulting mixture was allowed to warm to ambient temperature and stirred vigorously overnight. The layers were separated, aqueous phase extracted with CH2Cl2 (2×50 ml), organic layers were combined and washed with 1N aqueous hydrochloric acid, ... Reactants: CN(C=O)C (N,N-dimethylformamide), CC1(CC(CCC1)=O)C (3,3-dimethylcyclohexanone), C([O-])(O)=O.[Na+] (sodium bicarbonate), P(Br)(Br)Br (Phosphorus tribromide). The solvent is C(Cl)(Cl)Cl (chloroform), C(Cl)(Cl)Cl (chloroform). Conditions: temperature 70 celsius, time 2 hour. Yields the product BrC1=C(CCC(C1)(C)C)CO ((2-bromo-4,4-dimethylcyclohex-1-enyl)methanol). As a reaction SMILES: CN(C)[CH:3]=[O:4].P(Br)(Br)[Br:7].[CH3:10][C:11]1([CH3:18])[CH2:16][CH2:15][CH2:14][C:13](=O)[CH2:12]1.C(=O)(O)[O-].[Na+]>C(Cl)(Cl)Cl>[Br:7][C:13]1[CH2:12][C:11]([CH3:18])([CH3:10])[CH2:16][CH2:15][C:14]=1[CH2:3][OH:4] |f:3.4|. Reported procedure: N,N-dimethylformamide (18.41 ml) was taken up in chloroform (64 ml) and the resulting solution was cooled in an ice bath. Phosphorus tribromide (20.18 ml) was added dropwise over 15 minutes. The resulting suspension was then heated to 70° C. for 30 minutes. A solution of 3,3-dimethylcyclohexanone (10 g) in chloroform (21 ml) was added dropwise over 30 minutes. The mixture was stirred at 70° C. for another 2 hours. The mixture was then allowed to cool to room temperature. The solution was cautiou... Starting materials: N([C@@H](CO)C(=O)N[C@@H](CCCCNS(=O)(=O)C1=CC=C(C)C=C1)C(=O)N[C@@H](CCC(O)=O)C(=O)O)C(=O)OCC1=CC=CC=C1 (Z-Ser-Lys(Tos)-Glu-OH). Reagents/catalysts: [Pd] (palladium black). The solvent is CO (methanol), C(C)(=O)O (acetic acid). Conditions: time 8 hour. Yields the product N[C@@H](CO)C(=O)N[C@@H](CCCCNS(=O)(=O)C1=CC=C(C)C=C1)C(=O)N[C@@H](CCC(O)=O)C(=O)O (H-Ser-Lys(Tos)-Glu-OH). As a reaction SMILES: [NH:1](C(OCC1C=CC=CC=1)=O)[C@H:2]([C:5]([NH:7][C@H:8]([C:24]([NH:26][C@H:27]([C:33]([OH:35])=[O:34])[CH2:28][CH2:29][C:30](=[O:32])[OH:31])=[O:25])[CH2:9][CH2:10][CH2:11][CH2:12][NH:13][S:14]([C:17]1[CH:23]=[CH:22][C:20]([CH3:21])=[CH:19][CH:18]=1)(=[O:16])=[O:15])=[O:6])[CH2:3][OH:4]>CO.C(O)(=O)C.[Pd]>[NH2:1][C@H:2]([C:5]([NH:7][C@H:8]([C:24]([NH:26][C@H:27]([C:33]([OH:35])=[O:34])[CH2:28][CH2:29][C:30](=[O:31])[OH:32])=[O:25])[CH2:9][CH2:10][CH2:11][CH2:12][NH:13][S:14]([C:17]1[CH:23]=[CH:22][C:20]([CH3:21])=[CH:19][CH:18]=1)(=[O:15])=[O:16])=[O:6])[CH2:3][OH:4]. Procedure details: 4.03 Grams of Z-Ser-Lys(Tos)-Glu-OH was dissolved in a mixture of 60 ml of methanol with 40 ml of 10%-acetic acid and a small amount of palladium black was added and stirred overnight under introducing hydrogen gas. After completion of the reaction, the catalyst was removed by vacuum filtration, and the filtrate was distilled under a reduced pressure, then the residue was poured into water and was lyophilized to obtain the desired product. Starting materials: COCN(c1cc(C)cnc1Br)S(=O)(=O)c1ccc(Cl)c(C(F)(F)F)c1, C1CCOC1, CC(C)[Mg+], [Cl-], COc1cccc(F)c1C=O. Yields the product COCN(c1cc(C)cnc1C(O)c1c(F)cccc1OC)S(=O)(=O)c1ccc(Cl)c(C(F)(F)F)c1. Reaction SMILES: [Br:1][c:2]1[n:3][cH:4][c:5]([CH3:26])[cH:6][c:7]1[N:8]([S:9](=[O:10])(=[O:11])[c:12]1[cH:13][c:14]([C:19]([F:20])([F:21])[F:22])[c:15]([Cl:18])[cH:16][cH:17]1)[CH2:23][O:24][CH3:25].[CH2:43]1[O:44][CH2:45][CH2:46][CH2:47]1.[CH:28]([Mg+:29])([CH3:30])[CH3:31].[Cl-:27].[F:32][c:33]1[c:34]([CH:35]=[O:36])[c:37]([O:41][CH3:42])[cH:38][cH:39][cH:40]1>>[c:2]1([CH:35]([c:34]2[c:33]([F:32])[cH:40][cH:39][cH:38][c:37]2[O:41][CH3:42])[OH:36])[n:3][cH:4][c:5]([CH3:26])[cH:6][c:7]1[N:8]([S:9](=[O:10])(=[O:11])[c:12]1[cH:13][c:14]([C:19]([F:20])([F:21])[F:22])[c:15]([Cl:18])[cH:16][cH:17]1)[CH2:23][O:24][CH3:25]. Reactants: N1(CCOCC1)C1=CC=C(C=C1)NC(=O)C1=NC2=C(C=C(C=C2C(=C1)OCOCC[Si](C)(C)C)OC)N1CCN(CCC1)C (6-Methoxy-8-(4-methyl-[1,4]diazepan-1-yl)-4-(2-trimethylsilanyl-ethoxymethoxy)-quinoline-2-carboxylic acid (4-morpholin-4-yl-phenyl)-amide), Cl (hydrochloric acid), [OH-].[Na+] (sodium hydroxide). Run in CO (methanol). Reaction conditions: time 45 minute. Product: N1(CCOCC1)C1=CC=C(C=C1)NC(=O)C=1NC2=C(C=C(C=C2C(C1)=O)OC)N1CCN(CCC1)C (6-Methoxy-8-(4-methyl-[1,4]diazepan-1-yl)-4-oxo-1,4-dihydro-quinoline-2-carboxylic acid (4-morpholin-4-yl-phenyl)-amide). Isolated yield 80.5%. Reaction SMILES: [N:1]1([C:7]2[CH:12]=[CH:11][C:10]([NH:13][C:14]([C:16]3[CH:25]=[C:24]([O:26]COCC[Si](C)(C)C)[C:23]4[C:18](=[C:19]([N:37]5[CH2:43][CH2:42][CH2:41][N:40]([CH3:44])[CH2:39][CH2:38]5)[CH:20]=[C:21]([O:35][CH3:36])[CH:22]=4)[N:17]=3)=[O:15])=[CH:9][CH:8]=2)[CH2:6][CH2:5][O:4][CH2:3][CH2:2]1.Cl.[OH-].[Na+]>CO>[N:1]1([C:7]2[CH:8]=[CH:9][C:10]([NH:13][C:14]([C:16]3[NH:17][C:18]4[C:23]([C:24](=[O:26])[CH:25]=3)=[CH:22][C:21]([O:35][CH3:36])=[CH:20][C:19]=4[N:37]3[CH2:43][CH2:42][CH2:41][N:40]([CH3:44])[CH2:39][CH2:38]3)=[O:15])=[CH:11][CH:12]=2)[CH2:6][CH2:5][O:4][CH2:3][CH2:2]1 |f:2.3|. Procedure details: A solution of 6-methoxy-8-(4-methyl-[1,4]diazepan-1-yl)-4-(2-trimethylsilanyl-ethoxymethoxy)-quinoline-2-carboxylic acid (4-morpholin-4-yl-phenyl)-amide (Reference Example 27d) (0.989 g, 1.59 mmol) in 20 mL methanol was poured into 300 mL 0.05 N hydrochloric acid. The clear dark yellow solution became cloudy within 5 minutes. The mixture was stirred at room temperature for 45 minutes and then adjusted to pH 7 with 10% sodium hydroxide. The resulting yellow precipitate was isolated by filtration,...